Dataset: the Open Reaction Database (ORD), a public repository of structured organic reaction records. Task: describe an organic reaction: reactants, conditions, products, and yield As a reaction SMILES: [Cl:32][CH2:33][Cl:34].[F:1][C:2]([S:3](=[O:4])(=[O:5])[O:6][c:7]1[cH:8][c:9]2[cH:10][cH:11][c:12]([CH2:17][OH:18])[cH:13][c:14]2[cH:15][cH:16]1)([F:19])[F:20].[O:21]=[Cr:22]([Cl:23])([O-:24])=[O:25].[nH+:26]1[cH:27][cH:28][cH:29][cH:30][cH:31]1>>[F:1][C:2]([S:3](=[O:4])(=[O:5])[O:6][c:7]1[cH:8][c:9]2[cH:10][cH:11][c:12]([CH:17]=[O:18])[cH:13][c:14]2[cH:15][cH:16]1)([F:19])[F:20]. Reactants: ClCCl, O=S(=O)(Oc1ccc2cc(CO)ccc2c1)C(F)(F)F, O=[Cr](=O)([O-])Cl, c1cc[nH+]cc1. Product: O=Cc1ccc2cc(OS(=O)(=O)C(F)(F)F)ccc2c1. Starting materials: CC(C)I, CC(=O)NC(C)CCc1ccc(Oc2ccc(O)cn2)cc1. Product: CC(=O)NC(C)CCc1ccc(Oc2ccc(OC(C)C)cn2)cc1. As a reaction SMILES: [I:23][CH:24]([CH3:25])[CH3:26].[OH:1][c:2]1[cH:3][cH:4][c:5]([O:8][c:9]2[cH:10][cH:11][c:12]([CH2:15][CH2:16][CH:17]([CH3:18])[NH:19][C:20]([CH3:21])=[O:22])[cH:13][cH:14]2)[n:6][cH:7]1>>[O:1]([c:2]1[cH:3][cH:4][c:5]([O:8][c:9]2[cH:10][cH:11][c:12]([CH2:15][CH2:16][CH:17]([CH3:18])[NH:19][C:20]([CH3:21])=[O:22])[cH:13][cH:14]2)[n:6][cH:7]1)[CH:24]([CH3:25])[CH3:26]. Reactants: O=C1NCN(C12CCN(CC2)C(=O)OCC2=CC=CC=C2)C2=CC=CC=C2 (benzyl 4-oxo-1-phenyl-1,3,8-triazaspiro[4.5]decane-8-carboxylate), IC1=C(C(=O)OC)C=CC=C1 (methyl 2-iodobenzoate), CNCCNC (N,N′-dimethyl ethylenediamine), C(CC(O)(C(=O)O)CC(=O)O)(=O)O (citric acid). The reagents and catalysts are [Cu](I)I (copper(II) iodide). Run in C(C)#N (acetonitrile). Run at temperature 75 celsius. The product is COC(=O)C1=C(C=CC=C1)N1CN(C2(C1=O)CCN(CC2)C(=O)OCC2=CC=CC=C2)C2=CC=CC=C2 (benzyl 3-(2-(methoxycarbonyl)phenyl)-4-oxo-1-phenyl-1,3,8-triazaspiro[4.5]decane-8-carboxylate). Isolated yield 61.7%. Reaction SMILES: [O:1]=[C:2]1[C:6]2([CH2:11][CH2:10][N:9]([C:12]([O:14][CH2:15][C:16]3[CH:21]=[CH:20][CH:19]=[CH:18][CH:17]=3)=[O:13])[CH2:8][CH2:7]2)[N:5]([C:22]2[CH:27]=[CH:26][CH:25]=[CH:24][CH:23]=2)[CH2:4][NH:3]1.I[C:29]1[CH:38]=[CH:37][CH:36]=[CH:35][C:30]=1[C:31]([O:33][CH3:34])=[O:32].CNCCNC.C(O)(=O)CC(CC(O)=O)(C(O)=O)O>C(#N)C.[Cu](I)I>[CH3:34][O:33][C:31]([C:30]1[CH:35]=[CH:36][CH:37]=[CH:38][C:29]=1[N:3]1[C:2](=[O:1])[C:6]2([CH2:7][CH2:8][N:9]([C:12]([O:14][CH2:15][C:16]3[CH:17]=[CH:18][CH:19]=[CH:20][CH:21]=3)=[O:13])[CH2:10][CH2:11]2)[N:5]([C:22]2[CH:27]=[CH:26][CH:25]=[CH:24][CH:23]=2)[CH2:4]1)=[O:32]. Reported procedure: A mixture of benzyl 4-oxo-1-phenyl-1,3,8-triazaspiro[4.5]decane-8-carboxylate (2.79 g, 7.63 mmol, 1 equiv), methyl 2-iodobenzoate (2 g, 7.63 mmol, 1 equiv) potassium carbonate (2.11 g, 15.26 mmol, 2 equiv), copper(II) iodide (145.32 mg, 0.763 mmol, 0.1 equiv) and N,N′-dimethyl ethylenediamine (164.25 μl, 1.526 mmol, 0.2 equiv) in acetonitrile was heated at 75° C. for 16 h. Upon cooling 10% citric acid was added and the mixture was extracted with ethyl acetate. The organic layer was washed with w...